From a dataset of the Open Reaction Database (ORD), a public repository of structured organic reaction records. describe an organic reaction: reactants, conditions, products, and yield Starting materials: COc1cc(C(=O)N2CCC(CCN3CCC(Nc4nc5ccccc5n4Cc4nccn4Cc4ccccc4)CC3)(c3ccc(F)c(F)c3)C2)cc(OC)c1OC, CO, O=C[O-], [NH4+]. Product: COc1cc(C(=O)N2CCC(CCN3CCC(Nc4nc5ccccc5n4Cc4ncc[nH]4)CC3)(c3ccc(F)c(F)c3)C2)cc(OC)c1OC. Reaction SMILES: [CH3:1][O:2][c:3]1[cH:4][c:5]([C:6](=[O:7])[N:8]2[CH2:9][C:10]([c:13]3[cH:14][c:15]([F:20])[c:16]([F:19])[cH:17][cH:18]3)([CH2:21][CH2:22][N:23]3[CH2:24][CH2:25][CH:26]([NH:29][c:30]4[n:31][c:32]5[c:33]([n:34]4[CH2:35][c:36]4[n:37]([CH2:41][c:42]6[cH:43][cH:44][cH:45][cH:46][cH:47]6)[cH:38][cH:39][n:40]4)[cH:48][cH:49][cH:50][cH:51]5)[CH2:27][CH2:28]3)[CH2:11][CH2:12]2)[cH:52][c:53]([O:57][CH3:58])[c:54]1[O:55][CH3:56].[CH3:63][OH:64].[CH:59]([O-:60])=[O:61].[NH4+:62]>>[CH3:1][O:2][c:3]1[cH:4][c:5]([C:6](=[O:7])[N:8]2[CH2:9][C:10]([c:13]3[cH:14][c:15]([F:20])[c:16]([F:19])[cH:17][cH:18]3)([CH2:21][CH2:22][N:23]3[CH2:24][CH2:25][CH:26]([NH:29][c:30]4[n:31][c:32]5[c:33]([n:34]4[CH2:35][c:36]4[n:37][cH:38][cH:39][nH:40]4)[cH:48][cH:49][cH:50][cH:51]5)[CH2:27][CH2:28]3)[CH2:11][CH2:12]2)[cH:52][c:53]([O:57][CH3:58])[c:54]1[O:55][CH3:56]. Starting materials: C(C)OC(C=CC=CCC(C1=CC=C(C=C1)OC)OC)=O (Ethyl-7-methoxy-7-(4-methoxyphenyl)-2,4-heptadienoate), [Li+].[OH-] (LiOH), solution. Run in CO (methanol). Reaction conditions: temperature 40 celsius, time 16 hour. Yields the product COC(CC=CC=CC(=O)O)C1=CC=C(C=C1)OC (7-Methoxy-7-(4-methoxyphenyl)-2,4-heptadienoic acid). Isolated yield 92.2%. Reaction SMILES: C([O:3][C:4](=[O:21])[CH:5]=[CH:6][CH:7]=[CH:8][CH2:9][CH:10]([O:19][CH3:20])[C:11]1[CH:16]=[CH:15][C:14]([O:17][CH3:18])=[CH:13][CH:12]=1)C.[Li+].[OH-]>CO>[CH3:20][O:19][CH:10]([C:11]1[CH:16]=[CH:15][C:14]([O:17][CH3:18])=[CH:13][CH:12]=1)[CH2:9][CH:8]=[CH:7][CH:6]=[CH:5][C:4]([OH:21])=[O:3] |f:1.2|. Procedure details: To a stirred solution of diene ester 3 (0.36 g, 1.24 mmol) in methanol (10 mL) at rt was added aqueous LiOH 0.5 N solution (3.4 mL, 1.7 mmol). After being stirred at 40° C. for 16 h, methanol was removed under reduced pressure and the resulting aqueous solution was acidified with 3N HCl (pH=ca. 4), extracted with ethyl acetate (25×3 mL), dried (MgSO4), and concentrated under reduced pressure to give the desired carboxylic acid 4 (0.30 g, 92% yield). Without further purification, the crude produc... Yields the product c1ccc(C(Oc2ccc(-c3nc(COc4ccc(CCCn5ccnc5)cc4)co3)cc2)c2ccccc2)cc1. RXN SMILES: [CH3:46][N:47]([CH3:48])[CH:49]=[O:50].[Cl:31][CH:32]([c:33]1[cH:34][cH:35][cH:36][cH:37][cH:38]1)[c:39]1[cH:40][cH:41][cH:42][cH:43][cH:44]1.[H-:29].[Na+:30].[OH2:45].[OH:1][c:2]1[cH:3][cH:4][c:5](-[c:8]2[o:9][cH:10][c:11]([CH2:13][O:14][c:15]3[cH:16][cH:17][c:18]([CH2:21][CH2:22][CH2:23][n:24]4[cH:25][n:26][cH:27][cH:28]4)[cH:19][cH:20]3)[n:12]2)[cH:6][cH:7]1>>[O:1]([c:2]1[cH:3][cH:4][c:5](-[c:8]2[o:9][cH:10][c:11]([CH2:13][O:14][c:15]3[cH:16][cH:17][c:18]([CH2:21][CH2:22][CH2:23][n:24]4[cH:25][n:26][cH:27][cH:28]4)[cH:19][cH:20]3)[n:12]2)[cH:6][cH:7]1)[CH:32]([c:33]1[cH:34][cH:35][cH:36][cH:37][cH:38]1)[c:39]1[cH:40][cH:41][cH:42][cH:43][cH:44]1. The reactants are CN(C)C=O, ClC(c1ccccc1)c1ccccc1, [H-], [Na+], O, Oc1ccc(-c2nc(COc3ccc(CCCn4ccnc4)cc3)co2)cc1. Reactants: CCOC(=O)CBr, CN(C)C=O, COc1ccc(NS(=O)(=O)c2ccccc2)cc1OC, Cl, [H-], [Na+], O. Product: CCOC(=O)CN(c1ccc(OC)c(OC)c1)S(=O)(=O)c1ccccc1. Reaction SMILES: [Br:23][CH2:24][C:25](=[O:26])[O:27][CH2:28][CH3:29].[CH3:32][N:33]([CH3:34])[CH:35]=[O:36].[CH3:3][O:4][c:5]1[cH:6][c:7]([NH:13][S:14](=[O:15])(=[O:16])[c:17]2[cH:18][cH:19][cH:20][cH:21][cH:22]2)[cH:8][cH:9][c:10]1[O:11][CH3:12].[ClH:30].[H-:1].[Na+:2].[OH2:31]>>[CH3:3][O:4][c:5]1[cH:6][c:7]([N:13]([S:14](=[O:15])(=[O:16])[c:17]2[cH:18][cH:19][cH:20][cH:21][cH:22]2)[CH2:24][C:25](=[O:26])[O:27][CH2:28][CH3:29])[cH:8][cH:9][c:10]1[O:11][CH3:12].